describe an organic reaction: reactants, conditions, products, and yield From a dataset of the Open Reaction Database (ORD), a public repository of structured organic reaction records. Reactants: C(CCCCCCCCCCCCCCC)SCC(OC)COC(C1=CC=CC=C1)(C1=CC=CC=C1)C1=CC=CC=C1 ((±)-1-S-hexadecyl-2-O-methyl-3-O-tritylthioglycerol), p-toleunesulfonic acid, C([O-])(O)=O.[Na+] (sodium bicarbonate), C(Cl)(Cl)Cl (CHCl3). Run in C(Cl)(Cl)Cl.CO (chloroform methanol). Reaction conditions: time 24 hour. The product is C(CCCCCCCCCCCCCCC)SCC(OC)CO ((±)-1-S-hexadecyl-2-O-methylthioglycerol). Isolated yield 89.4%. Reaction SMILES: [CH2:1]([S:17][CH2:18][CH:19]([CH2:22][O:23]C(C1C=CC=CC=1)(C1C=CC=CC=1)C1C=CC=CC=1)[O:20][CH3:21])[CH2:2][CH2:3][CH2:4][CH2:5][CH2:6][CH2:7][CH2:8][CH2:9][CH2:10][CH2:11][CH2:12][CH2:13][CH2:14][CH2:15][CH3:16].C(=O)(O)[O-].[Na+].C(Cl)(Cl)Cl>C(Cl)(Cl)Cl.CO>[CH2:1]([S:17][CH2:18][CH:19]([CH2:22][OH:23])[O:20][CH3:21])[CH2:2][CH2:3][CH2:4][CH2:5][CH2:6][CH2:7][CH2:8][CH2:9][CH2:10][CH2:11][CH2:12][CH2:13][CH2:14][CH2:15][CH3:16] |f:1.2,4.5|. Procedure details: To a solution of 6.0 grams (0.01 mole) of (±)-1-S-hexadecyl-2-O-methyl-3-O-tritylthioglycerol in 100 milliliters of chloroform:methanol (3:1) was added 0.2 gram of p-toleunesulfonic acid and the reaction stirred at room temperature for 24 hours. The reaction mixture was neutralized with 1.0 gram of sodium bicarbonate and then extracted three times with 200 milliliter portions of water. The nonaqueous layer was separated and the solvent removed in vacuo to give the crude product as an oil. Silica... Reactants: C(C)OC=1C=C(C=CC1)N1C(=NC(=C1)C(=O)OCC)C1=CC=C(C=C1)C (ethyl 1-(3-ethoxyphenyl)-2-(4-methylphenyl)-1H-imidazole-4-carboxylate), [OH-].[Na+] (NaOH), Cl (hydrochloric acid). Run in O1CCCC1 (tetrahydrofuran), O (water), CO (methanol). Run at time 8 hour. Yields the product C(C)OC=1C=C(C=CC1)N1C(=NC(=C1)C(=O)O)C1=CC=C(C=C1)C (1-(3-Ethoxyphenyl)-2-(4-methylphenyl)-1H-imidazole-4-carboxylic acid). As a reaction SMILES: [CH2:1]([O:3][C:4]1[CH:5]=[C:6]([N:10]2[CH:14]=[C:13]([C:15]([O:17]CC)=[O:16])[N:12]=[C:11]2[C:20]2[CH:25]=[CH:24][C:23]([CH3:26])=[CH:22][CH:21]=2)[CH:7]=[CH:8][CH:9]=1)[CH3:2].[OH-].[Na+].Cl>O1CCCC1.O.CO>[CH2:1]([O:3][C:4]1[CH:5]=[C:6]([N:10]2[CH:14]=[C:13]([C:15]([OH:17])=[O:16])[N:12]=[C:11]2[C:20]2[CH:21]=[CH:22][C:23]([CH3:26])=[CH:24][CH:25]=2)[CH:7]=[CH:8][CH:9]=1)[CH3:2] |f:1.2|. Reported procedure: To a solution of 0.75 g (2.1 mmol) of ethyl 1-(3-ethoxyphenyl)-2-(4-methylphenyl)-1H-imidazole-4-carboxylate in 10 mL of tetrahydrofuran, 5 mL of water and 5 mL of methanol was added 0.80 mL (4.0 mmol) of 5.0 M NaOH solution. The reaction mixture was stirred at ambient temperature overnight. Next, hydrochloric acid (2.0 M) was added to neutralize the reaction mixture. After removal of the organic solvents in vacuo, dichloromethane (20 mL) was added and the organic layer was separated. The aqueou... Reactants: C(C)(=O)OC1=CC=C(C=C1)N1C(C=CC1=O)=O (N-4-acetoxy phenyl maleimide), C1(=CC(=CC=C1)S(=O)(=O)O)C (meta-toluene sulfonic acid), Cl (hydrochloric acid), C1(=CC=C(C=C1)S(=O)(=O)O)C (para-toluene sulfonic acid), C=1(C(=CC=CC1)S(=O)(=O)O)C (ortho-toluene sulfonic acid). The solvent is C(C)O (ethanol). The product is OC1=CC=C(C=C1)N1C(C=CC1=O)=O (N-4-hydroxyphenyl maleimide). As a reaction SMILES: C([O:4][C:5]1[CH:10]=[CH:9][C:8]([N:11]2[C:15](=[O:16])[CH:14]=[CH:13][C:12]2=[O:17])=[CH:7][CH:6]=1)(=O)C.C1(C)C=CC(S(O)(=O)=O)=CC=1.C1(C)C(S(O)(=O)=O)=CC=CC=1.C1(C)C=CC=C(S(O)(=O)=O)C=1.Cl>C(O)C>[OH:4][C:5]1[CH:6]=[CH:7][C:8]([N:11]2[C:12](=[O:17])[CH:13]=[CH:14][C:15]2=[O:16])=[CH:9][CH:10]=1. Procedure: As indicated by the Reaction Scheme, maleic anhydride (I) was first reacted with para- (ortho- or meta-) aminophenol (II) in tetrahydrofuran to give N-4-hydroxyphenyl maleamic acid (III) which was, then, refluxed together with acetic anhydride at 120° C. in the presence of a catalyst, such as sodium acetate, to obtain N-4-acetoxy phenyl maleimide (IV). After being dissolved in ethanol, the compound IV was refluxed along with at least one selected from the group consisting of para-toluene sulfoni... Starting materials: isocyanato, CN(C=O)C (dimethylformamide), 5′-amino DNA, 5′-amino nucleoside, Phosphoramidites, ClC(C(=O)O)Cl (dichloroacetic acid), DNA, 5′-deoxy-5′-amino nucleoside, COC=1C=CC=C(C(C2=CC=CC=C2)(C2=CC=CC=C2)OC(C2=CC=CC=C2)(C2=CC=CC(=C2)OC)C2=CC=CC=C2)C1 (5′-monomethoxytrityl ether). The product is N(=C=O)C1=CC=C(C(=O)C2=C(C=CC=C2)C)C=C1 (4-Isocyanato-(2′-methyl)-benzophenone). Reaction SMILES: COC1C=CC=C(C=1)C([O:21][C:22]([C:37]1[CH:42]=[CH:41]C=[CH:39][CH:38]=1)([C:29]1[CH:34]=[C:33](OC)[CH:32]=[CH:31][CH:30]=1)C1C=CC=CC=1)(C1C=CC=CC=1)C1C=CC=CC=1.Cl[CH:45](Cl)C(O)=O.[CH3:50][N:51](C)[CH:52]=[O:53]>>[N:51]([C:50]1[CH:39]=[CH:38][C:37]([C:22]([C:29]2[CH:30]=[CH:31][CH:32]=[CH:33][C:34]=2[CH3:45])=[O:21])=[CH:42][CH:41]=1)=[C:52]=[O:53]. Procedure details: Modification of 5′-amino DNA: DNA to serve as the 3′-probe, carrying a 5′-deoxy-5′-amino nucleoside, is prepared by standard solid phase synthesis according to standard protocols. Phosphoramidites, including the 5′-amino nucleoside analog where the 5′-amino group is protected as a 5′-monomethoxytrityl ether, are available from Glen Research. The final detritylation will be done with 2% dichloroacetic acid for 15 min. The product is then treated with the isocyanato derivative in dimethylformamide... Reactants: NC=1C=CC(=C(C1)C1=CC=CC=C1)OC (5-amino-2-methoxybiphenyl), C(C)N(C(C)C)C(C)C (ethyldiisopropylamine), BrCCCC(=O)OCC (ethyl 4-bromobutyrate). Solvent: C(C)OCC (diethyl ether). Conditions: time 4 hour. Yields the product COC1=CC=C(C=C1C1=CC=CC=C1)NCCCC(=O)OCC (Ethyl 4-(6-methoxy-biphenyl-3-yl)aminobutyrate). RXN SMILES: [NH2:1][C:2]1[CH:3]=[CH:4][C:5]([O:14][CH3:15])=[C:6]([C:8]2[CH:13]=[CH:12][CH:11]=[CH:10][CH:9]=2)[CH:7]=1.C(N(C(C)C)C(C)C)C.Br[CH2:26][CH2:27][CH2:28][C:29]([O:31][CH2:32][CH3:33])=[O:30]>C(OCC)C>[CH3:15][O:14][C:5]1[C:6]([C:8]2[CH:13]=[CH:12][CH:11]=[CH:10][CH:9]=2)=[CH:7][C:2]([NH:1][CH2:26][CH2:27][CH2:28][C:29]([O:31][CH2:32][CH3:33])=[O:30])=[CH:3][CH:4]=1. Reported procedure: 29.5 g of 5-amino-2-methoxybiphenyl, 19.2 g of ethyldiisopropylamine and 28.9 g of ethyl 4-bromobutyrate are heated together (while stirring) for 4 hours at 125°. After cooling, the resulting reaction product is stirred with diethyl ether and filtered from the precipitated salt. The residue (remaining after evaporating off the ether) is recrystallized from isopropyl alcohol to obtain 22.5 g (48.5% of theory) of ethyl 4-(6-methoxybiphenyl-3-yl)amiobutyrate, MP 71° to 72. Reactants: ClCCC=1C=C2CC(NC2=CC1Cl)=O (5-(2-chloroethyl)-6-chloro-oxindole), S1N=C(C2=C1C=CC=C2)N2CCNCC2 (1-(1,2-benzisothiazol-3-yl)piperazine). The solvent is O (water), O (water). Conditions: temperature 99 celsius, time 70 minute. Yields the product C=1C=CC2=C(C1)C(=NS2)N3CCN(CC3)CCC=4C=C5C(=CC4Cl)NC(=O)C5 (Ziprasidone). RXN SMILES: Cl[CH2:2][CH2:3][C:4]1[CH:5]=[C:6]2[C:10](=[CH:11][C:12]=1[Cl:13])[NH:9][C:8](=[O:14])[CH2:7]2.[S:15]1[C:19]2[CH:20]=[CH:21][CH:22]=[CH:23][C:18]=2[C:17]([N:24]2[CH2:29][CH2:28][NH:27][CH2:26][CH2:25]2)=[N:16]1>O>[CH:22]1[CH:21]=[CH:20][C:19]2[S:15][N:16]=[C:17]([N:24]3[CH2:25][CH2:26][N:27]([CH2:2][CH2:3][C:4]4[CH:5]=[C:6]5[CH2:7][C:8](=[O:14])[NH:9][C:10]5=[CH:11][C:12]=4[Cl:13])[CH2:28][CH2:29]3)[C:18]=2[CH:23]=1. Procedure details: To de-ionized water (2.0 Lit), was added 5-(2-chloroethyl)-6-chloro-oxindole (100 g) and 1-(1,2-benzisothiazol-3-yl)piperazine (210 g) at 30-35° C. The mixture was slowly heated under stirring to 98-100° C. over 60-80 minutes. The resultant mass was stirred for 10-15 hours at 98-100° C. After completion of reaction as monitored by HPLC, the suspended solid material was filtered at 98-100° C. The wet cake so obtained was suspended in de-ionized water (2.0 Lit) and heated to 90-95° C. and maintain... The reactants are C1CCC2=NCCCN2CC1, NC(=O)Nc1[nH]c2cc(CO)ccc2c1C(N)=O, C1CCOC1, O, [N-]=[N+]=NP(=O)(c1ccccc1)c1ccccc1. Yields the product [N-]=[N+]=NCc1ccc2c(C(N)=O)c(NC(N)=O)[nH]c2c1. Reaction SMILES: [N:18]12[CH2:19][CH2:20][CH2:21][N:22]=[C:23]1[CH2:24][CH2:25][CH2:26][CH2:27][CH2:28]2.[NH2:29][C:30](=[O:31])[NH:32][c:33]1[nH:34][c:35]2[cH:36][c:37]([CH2:45][OH:46])[cH:38][cH:39][c:40]2[c:41]1[C:42](=[O:43])[NH2:44].[O:48]1[CH2:49][CH2:50][CH2:51][CH2:52]1.[OH2:47].[c:1]1([P:2]([c:3]2[cH:4][cH:5][cH:6][cH:7][cH:8]2)(=[O:9])[N:15]=[N+:16]=[N-:17])[cH:10][cH:11][cH:12][cH:13][cH:14]1>>[N:15](=[N+:16]=[N-:17])[CH2:45][c:37]1[cH:36][c:35]2[nH:34][c:33]([NH:32][C:30]([NH2:29])=[O:31])[c:41]([C:42](=[O:43])[NH2:44])[c:40]2[cH:39][cH:38]1. The reactants are C(C)(=O)C1=C(C(=C(OCCCSC2=CC=C(C=C2)C(CCC#N)=O)C=C1)CCC)O (4-(3-(4-acetyl-3-hydroxy-2-propyl-phenoxy) propylthio)-gamma-oxobenzenebutyronitrile), ClC1=CC(=CC=C1)C(=O)OO (m-chloroperbenzoic acid), [OH-].[Ca+2].[OH-] (Calcium hydroxide). Run in C(Cl)Cl (CH2Cl2). Reaction conditions: time 1.5 hour. The product is C(C)(=O)C1=C(C(=C(OCCCS(=O)(=O)C2=CC=C(C=C2)C(CCC#N)=O)C=C1)CCC)O (4-(3-(4-acetyl-3-hydroxy-2-propylphenoxy)propylsulfonyl)-gamma-oxobenzenebutyronitrile). As a reaction SMILES: [C:1]([C:4]1[CH:26]=[CH:25][C:7]([O:8][CH2:9][CH2:10][CH2:11][S:12][C:13]2[CH:18]=[CH:17][C:16]([C:19](=[O:24])[CH2:20][CH2:21][C:22]#[N:23])=[CH:15][CH:14]=2)=[C:6]([CH2:27][CH2:28][CH3:29])[C:5]=1[OH:30])(=[O:3])[CH3:2].ClC1C=CC=C(C(OO)=O)C=1.[OH-:42].[Ca+2].[OH-:44]>C(Cl)Cl>[C:1]([C:4]1[CH:26]=[CH:25][C:7]([O:8][CH2:9][CH2:10][CH2:11][S:12]([C:13]2[CH:18]=[CH:17][C:16]([C:19](=[O:24])[CH2:20][CH2:21][C:22]#[N:23])=[CH:15][CH:14]=2)(=[O:44])=[O:42])=[C:6]([CH2:27][CH2:28][CH3:29])[C:5]=1[OH:30])(=[O:3])[CH3:2] |f:2.3.4|. Procedure: The nitrile from Example 40, Step E, (680 mg, 1.6 mmole) and m-chloroperbenzoic acid (85%, 760 mg, 3.75 mmole) were stirred at 0° for two hours in 20 ml of CH2Cl2. Calcium hydroxide (400 mg) was added to the reaction mixture which was stirred for 1.5 hours. The reaction mixture was filtered and evaporated to dryness, affording the title compound, mp 143°-144°. Procedure: A mixture of 1-(methoxymethyl)-7-[(2-thienylsulfonyl)amino]-1H-indole-2-carboxamide (1.0 g), 2-iodopropane (574 mg), potassium carbonate (1.13 g) and N,N-dimethylacetamide (5 ml) was stirred at room temperature for a week. The reaction mixture was diluted with ethyl acetate and saturated brine, and the organic layer was washed with aqueous sodium bicarbonate and saturated brine, dried over magnesium sulfate, and filtrated. The filtrate was concentrated, and the residue was subjected to basic sil... Reactants: O.O.C(C(=O)O)(=O)O (oxalic acid dihydrate), COCN1C(=CC2=CC=CC(=C12)NS(=O)(=O)C=1SC=CC1)C(=O)N (1-(methoxymethyl)-7-[(2-thienylsulfonyl)amino]-1H-indole-2-carboxamide), IC(C)C (2-iodopropane), C([O-])([O-])=O.[K+].[K+] (potassium carbonate). The yield is 34.2%. The solvent is O (water), CO (methanol), C(C)(=O)OCC (ethyl acetate), [Cl-].[Na+].O (brine), CN(C(C)=O)C (N,N-dimethylacetamide). The product is C(C)(C)N(C=1C=CC=C2C=C(NC12)C(=O)N)S(=O)(=O)C=1SC=CC1 (7-[isopropyl(2-thienylsulfonyl)amino]-1H-indole-2-carboxamide). Reaction SMILES: COC[N:4]1[C:12]2[C:7](=[CH:8][CH:9]=[CH:10][C:11]=2[NH:13][S:14]([C:17]2[S:18][CH:19]=[CH:20][CH:21]=2)(=[O:16])=[O:15])[CH:6]=[C:5]1[C:22]([NH2:24])=[O:23].I[CH:26]([CH3:28])[CH3:27].C(=O)([O-])[O-].[K+].[K+].O.O.C(O)(=O)C(O)=O>C(OCC)(=O)C.[Cl-].[Na+].O.O.CO.CN(C)C(=O)C>[CH:26]([N:13]([S:14]([C:17]1[S:18][CH:19]=[CH:20][CH:21]=1)(=[O:15])=[O:16])[C:11]1[CH:10]=[CH:9][CH:8]=[C:7]2[C:12]=1[NH:4][C:5]([C:22]([NH2:24])=[O:23])=[CH:6]2)([CH3:28])[CH3:27] |f:2.3.4,5.6.7,9.10.11|. Reactants: C(C)(C)(C)OC(C(C)(C)SC=1SC=C(N1)CCOC1=CC=C(C=C1)C(=O)NC1=CC=CC=C1)=O (2-[(4-{2-[4-(anilinocarbonyl)phenoxy]ethyl}-1,3-thiazol-2-yl)thio]-2-methylpropionic acid tert-butyl ester), FC(C(=O)O)(F)F (trifluoroacetic acid). Run in ClCCl (dichloromethane). Conditions: time 12 hour. The product is N(C1=CC=CC=C1)C(=O)C1=CC=C(OCCC=2N=C(SC2)SC(C(=O)O)(C)C)C=C1 (2-[(4-{2-[4-(anilinocarbonyl)phenoxy]ethyl}-1,3-thiazol-2-yl)thio]-2-methylpropionic acid). The yield is 93.9%. Reaction SMILES: C([O:5][C:6](=[O:34])[C:7]([S:10][C:11]1[S:12][CH:13]=[C:14]([CH2:16][CH2:17][O:18][C:19]2[CH:24]=[CH:23][C:22]([C:25]([NH:27][C:28]3[CH:33]=[CH:32][CH:31]=[CH:30][CH:29]=3)=[O:26])=[CH:21][CH:20]=2)[N:15]=1)([CH3:9])[CH3:8])(C)(C)C.FC(F)(F)C(O)=O>ClCCl>[NH:27]([C:25]([C:22]1[CH:23]=[CH:24][C:19]([O:18][CH2:17][CH2:16][C:14]2[N:15]=[C:11]([S:10][C:7]([CH3:9])([CH3:8])[C:6]([OH:34])=[O:5])[S:12][CH:13]=2)=[CH:20][CH:21]=1)=[O:26])[C:28]1[CH:29]=[CH:30][CH:31]=[CH:32][CH:33]=1. Procedure: 2-[(4-{2-[4-(Anilinocarbonyl)phenoxy]ethyl}-1,3-thiazol-2-yl)thio]-2-methylpropionic acid tert-butyl ester (480 mg) obtained in Example 60-3 was dissolved in dichloromethane (6 mL), trifluoroacetic acid (2 mL) was added, and the mixture was stirred at room temperature for 12 hr. The reaction mixture was concentrated under reduced pressure, and the residue was purified by silica gel chromatography (elution solvent; hexane:ethyl acetate=1:1 to 0:1) to give the title compound (400 mg) as a white so...